The task is: describe an organic reaction: reactants, conditions, products, and yield. This data is from the Open Reaction Database (ORD), a public repository of structured organic reaction records. Reactants: CCOC(=O)C1(CI)CCN(C(=O)c2ccc(F)cc2)C1, Oc1ccc(F)c(Cl)c1. The product is CCOC(=O)C1(COc2ccc(F)c(Cl)c2)CCN(C(=O)c2ccc(F)cc2)C1. Reaction SMILES: [CH2:10]([CH3:11])[O:12][C:13](=[O:14])[C:15]1([CH2:29][I:30])[CH2:16][N:17]([C:20]([c:21]2[cH:22][cH:23][c:24]([F:27])[cH:25][cH:26]2)=[O:28])[CH2:18][CH2:19]1.[Cl:1][c:2]1[cH:3][c:4]([OH:9])[cH:5][cH:6][c:7]1[F:8]>>[Cl:1][c:2]1[cH:3][c:4]([O:9][CH2:29][C:15]2([C:13]([O:12][CH2:10][CH3:11])=[O:14])[CH2:16][N:17]([C:20]([c:21]3[cH:22][cH:23][c:24]([F:27])[cH:25][cH:26]3)=[O:28])[CH2:18][CH2:19]2)[cH:5][cH:6][c:7]1[F:8].